Dataset: the Open Reaction Database (ORD), a public repository of structured organic reaction records. Task: describe an organic reaction: reactants, conditions, products, and yield Starting materials: C(C)(=O)OC(C)=O (acetic anhydride), C1(CC1)C=1C(=CC(=C(C=O)C1)[N+](=O)[O-])[N+](=O)[O-] (5-Cyclopropyl-2,4-dinitrobenzaldehyde), ClC1=CC=C(N)C=C1 (4-chloroaniline), [C-]#N.[Na+] (sodium cyanide), [C-]#N.[Na+] (sodium cyanide). Product: ClC1=CC=C(C=C1)N1[N+](=C2C=C(C(=CC2=C1C#N)C1CC1)[N+](=O)[O-])[O-] (2-(4-chlorophenyl)-5-cyclopropyl-6-nitro-2H-indazole-3-carbonitrile 1-oxide). RXN SMILES: [CH:1]1([C:4]2[C:5]([N+:15]([O-:17])=[O:16])=[CH:6][C:7]([N+:12]([O-:14])=O)=[C:8]([CH:11]=2)[CH:9]=O)[CH2:3][CH2:2]1.[Cl:18][C:19]1[CH:25]=[CH:24][C:22]([NH2:23])=[CH:21][CH:20]=1.[C-:26]#[N:27].[Na+].C(OC(=O)C)(=O)C>C(O)(=O)C.CO>[Cl:18][C:19]1[CH:25]=[CH:24][C:22]([N:23]2[C:9]([C:26]#[N:27])=[C:8]3[C:7]([CH:6]=[C:5]([N+:15]([O-:17])=[O:16])[C:4]([CH:1]4[CH2:2][CH2:3]4)=[CH:11]3)=[N+:12]2[O-:14])=[CH:21][CH:20]=1 |f:2.3|. Procedure: To a stirred suspension of (iv) (20 g, 0.09 mol) in acetic acid (400 mL) was added 4-chloroaniline (21.6 g, 0.17 mol) and the reaction heated at 60° C. to obtain a complete solution. To this solution was added sodium cyanide (20 g, 0.41 mol) portionwise over 20 min. The reaction mixture was stirred for 5 min whereupon acetic anhydride (6 mL) was added. Upon the formation of a precipitate, an additional quantity of sodium cyanide (20 g, 0.41 mol) was added portionwise. After stirring for 1 h, the... Reaction conditions: temperature 60 celsius, time 1 hour. Yield: 108.4%. The solvent is CO (MeOH), C(C)(=O)O (acetic acid). Starting materials: O=C1CCC(N2Cc3c(OCc4ccc(CBr)cc4)cccc3C2=O)C(=O)N1, CCOCC, CCN(C(C)C)C(C)C, ClCCl, O=S(=O)(c1ccc(F)c(F)c1)N1CCNCC1. The product is O=C1CCC(N2Cc3c(OCc4ccc(CN5CCN(S(=O)(=O)c6ccc(F)c(F)c6)CC5)cc4)cccc3C2=O)C(=O)N1. As a reaction SMILES: [Br:1][CH2:2][c:3]1[cH:4][cH:5][c:6]([CH2:7][O:8][c:9]2[c:10]3[c:14]([cH:15][cH:16][cH:17]2)[C:13](=[O:18])[N:12]([CH:19]2[C:20](=[O:26])[NH:21][C:22](=[O:25])[CH2:23][CH2:24]2)[CH2:11]3)[cH:27][cH:28]1.[CH3:55][CH2:56][O:57][CH2:58][CH3:59].[CH:46]([N:47]([CH2:48][CH3:49])[CH:50]([CH3:51])[CH3:52])([CH3:53])[CH3:54].[Cl:60][CH2:61][Cl:62].[F:29][c:30]1[cH:31][c:32]([S:37](=[O:38])(=[O:39])[N:40]2[CH2:41][CH2:42][NH:43][CH2:44][CH2:45]2)[cH:33][cH:34][c:35]1[F:36]>>[CH2:2]([c:3]1[cH:4][cH:5][c:6]([CH2:7][O:8][c:9]2[c:10]3[c:14]([cH:15][cH:16][cH:17]2)[C:13](=[O:18])[N:12]([CH:19]2[C:20](=[O:26])[NH:21][C:22](=[O:25])[CH2:23][CH2:24]2)[CH2:11]3)[cH:27][cH:28]1)[N:43]1[CH2:42][CH2:41][N:40]([S:37]([c:32]2[cH:31][c:30]([F:29])[c:35]([F:36])[cH:34][cH:33]2)(=[O:38])=[O:39])[CH2:45][CH2:44]1. Reactants: O=C(n1ccnc1)n1ccnc1, CS(N)(=O)=O, CCCC(CCC)(Oc1ccc(Cl)cc1C1CC(=O)NC(c2cc(F)ccc2C)C12C(=O)Nc1cc(Cl)ccc12)C(=O)O, Cl, [H-], [Na+], CN(C)C=O, O. Yields the product CCCC(CCC)(Oc1ccc(Cl)cc1C1CC(=O)NC(c2cc(F)ccc2C)C12C(=O)Nc1cc(Cl)ccc12)C(=O)NS(C)(=O)=O. Reaction SMILES: [C:44]([n:45]1[cH:46][cH:47][n:48][cH:49]1)([n:50]1[cH:51][cH:52][n:53][cH:54]1)=[O:55].[CH3:56][S:57](=[O:58])(=[O:59])[NH2:60].[Cl:1][c:2]1[cH:3][cH:4][c:5]2[c:9]([cH:10]1)[NH:8][C:7](=[O:11])[C:6]21[CH:12]([c:36]2[c:37]([CH3:43])[cH:38][cH:39][c:40]([F:42])[cH:41]2)[NH:13][C:14](=[O:35])[CH2:15][CH:16]1[c:17]1[c:18]([O:24][C:25]([CH2:26][CH2:27][CH3:28])([CH2:29][CH2:30][CH3:31])[C:32](=[O:33])[OH:34])[cH:19][cH:20][c:21]([Cl:23])[cH:22]1.[ClH:63].[H-:62].[Na+:61].[O:64]=[CH:65][N:66]([CH3:67])[CH3:68].[OH2:69]>>[Cl:1][c:2]1[cH:3][cH:4][c:5]2[c:9]([cH:10]1)[NH:8][C:7](=[O:11])[C:6]21[CH:12]([c:36]2[c:37]([CH3:43])[cH:38][cH:39][c:40]([F:42])[cH:41]2)[NH:13][C:14](=[O:35])[CH2:15][CH:16]1[c:17]1[c:18]([O:24][C:25]([CH2:26][CH2:27][CH3:28])([CH2:29][CH2:30][CH3:31])[C:32](=[O:33])[NH:60][S:57]([CH3:56])(=[O:58])=[O:59])[cH:19][cH:20][c:21]([Cl:23])[cH:22]1. The reactants are C(CCC)OC(=O)C=1N=C(C2=CC(=CC=C2C1O)OC1=CC=CC=C1)Br (1-Bromo-4-hydroxy-7-phenoxy-isoquinoline-3-carboxylic acid butyl ester), B1(OB(OB(O1)C=C)C=C)C=C.C1=CC=NC=C1 (2,4,6-Trivinylcyclotriboroxane-pyridine complex), C(=O)([O-])[O-].[K+].[K+] (K2CO3). The reagents and catalysts are C=1C=CC(=CC1)[P](C=2C=CC=CC2)(C=3C=CC=CC3)[Pd]([P](C=4C=CC=CC4)(C=5C=CC=CC5)C=6C=CC=CC6)([P](C=7C=CC=CC7)(C=8C=CC=CC8)C=9C=CC=CC9)[P](C=1C=CC=CC1)(C=1C=CC=CC1)C=1C=CC=CC1 (Pd(PPh3)4). The solvent is O1CCOCC1 (1,4-dioxane). Run at time 3 hour. Yields the product C(CCC)OC(=O)C=1N=C(C2=CC(=CC=C2C1O)OC1=CC=CC=C1)C=C (4-Hydroxy-7-phenoxy-1-vinyl-isoquinoline-3-carboxylic acid butyl ester). Reaction SMILES: [CH2:1]([O:5][C:6]([C:8]1[N:9]=[C:10](Br)[C:11]2[C:16]([C:17]=1[OH:18])=[CH:15][CH:14]=[C:13]([O:19][C:20]1[CH:25]=[CH:24][CH:23]=[CH:22][CH:21]=1)[CH:12]=2)=[O:7])[CH2:2][CH2:3][CH3:4].B1(C=C)OB([CH:33]=[CH2:34])OB(C=C)O1.C1C=CN=CC=1.C([O-])([O-])=O.[K+].[K+]>C1C=CC([P]([Pd]([P](C2C=CC=CC=2)(C2C=CC=CC=2)C2C=CC=CC=2)([P](C2C=CC=CC=2)(C2C=CC=CC=2)C2C=CC=CC=2)[P](C2C=CC=CC=2)(C2C=CC=CC=2)C2C=CC=CC=2)(C2C=CC=CC=2)C2C=CC=CC=2)=CC=1.O1CCOCC1>[CH2:1]([O:5][C:6]([C:8]1[N:9]=[C:10]([CH:33]=[CH2:34])[C:11]2[C:16]([C:17]=1[OH:18])=[CH:15][CH:14]=[C:13]([O:19][C:20]1[CH:25]=[CH:24][CH:23]=[CH:22][CH:21]=1)[CH:12]=2)=[O:7])[CH2:2][CH2:3][CH3:4] |f:1.2,3.4.5,^1:54,56,75,94|. Procedure details: A mixture of 1-Bromo-4-hydroxy-7-phenoxy-isoquinoline-3-carboxylic acid butyl ester (416 mg, 1 mmol, see example D-28 a), Pd(PPh3)4 (118 mg, 0.1 mmol), 2,4,6-Trivinylcyclotriboroxane-pyridine complex (241 mg, 1 mmol), K2CO3 (414 mg, 3 mmol), and 1,4-dioxane (8 ml) was refluxed with stirring under N2 protection for 3 h. Subsequently, the mixture was concentrated in vacuo. To the residue was added water (5 ml) and the mixture was extracted with EtOAc (20 ml). The organic phase was dried over MgSO4... The reactants are C1CCOC1, ClCCl, CC(=O)N(C)Cc1ccc(F)cc1, CCCCCCC, S=P12SP3(=S)SP(=S)(S1)SP(=S)(S2)S3. The product is CC(=S)N(C)Cc1ccc(F)cc1. As a reaction SMILES: [CH2:14]1[O:15][CH2:16][CH2:17][CH2:18]1.[CH2:40]([Cl:41])[Cl:42].[CH3:1][N:2]([C:3]([CH3:4])=[O:5])[CH2:6][c:7]1[cH:8][cH:9][c:10]([F:13])[cH:11][cH:12]1.[CH3:33][CH2:34][CH2:35][CH2:36][CH2:37][CH2:38][CH3:39].[P:19]12(=[S:20])[S:21][P:22]3(=[S:32])[S:23][P:24](=[S:30])([S:25][P:26](=[S:29])([S:27]3)[S:28]1)[S:31]2>>[CH3:1][N:2]([C:3]([CH3:4])=[S:20])[CH2:6][c:7]1[cH:8][cH:9][c:10]([F:13])[cH:11][cH:12]1.